This data is from the Open Reaction Database (ORD), a public repository of structured organic reaction records. The task is: describe an organic reaction: reactants, conditions, products, and yield The reactants are ClC1=C(C=CC(=C1)Cl)C1N(C(C2=CC=CC=C2C1C(=O)NOCC1=CC=C2C(=N1)COC(O2)(C)C)=O)C2C(CCCC2)NS(=O)(=O)C ((3RS,4RS)-3-(2,4-dichlorophenyl)-N-[(2,2-dimethyl-4H-[1,3]dioxino[5,4-b]pyridin-6-yl)methoxy]-2-{(1SR,2SR)-2-[(methylsulfonyl)amino]cyclohexyl}-1-oxo-1,2,3,4-tetrahydroisoquinoline-4-carboxamide), Cl (hydrochloric acid), C(O)([O-])=O.[Na+] (sodium hydrogen carbonate), Cl (hydrochloric acid). Run in C1CCOC1 (THF). Run at time 2 hour. Product: ClC1=C(C=CC(=C1)Cl)C1N(C(C2=CC=CC=C2C1C(=O)NOCC1=NC(=C(C=C1)O)CO)=O)C1C(CCCC1)NS(=O)(=O)C (rel-(3RS,4RS)-3-(2,4-dichlorophenyl)-N-{[5-hydroxy-6-(hydroxymethyl)pyridin-2-yl]methoxy}-2-{(1SR,2SR)-2-[(methylsulfonyl)amino]cyclohexyl}-1-oxo-1,2,3,4-tetrahydroisoquinoline-4-carboxamide). Isolated yield 36.7%. RXN SMILES: [Cl:1][C:2]1[CH:7]=[C:6]([Cl:8])[CH:5]=[CH:4][C:3]=1[CH:9]1[CH:18]([C:19]([NH:21][O:22][CH2:23][C:24]2[N:29]=[C:28]3[CH2:30][O:31]C(C)(C)[O:33][C:27]3=[CH:26][CH:25]=2)=[O:20])[C:17]2[C:12](=[CH:13][CH:14]=[CH:15][CH:16]=2)[C:11](=[O:36])[N:10]1[CH:37]1[CH2:42][CH2:41][CH2:40][CH2:39][CH:38]1[NH:43][S:44]([CH3:47])(=[O:46])=[O:45].Cl.C(=O)([O-])O.[Na+]>C1COCC1>[Cl:1][C:2]1[CH:7]=[C:6]([Cl:8])[CH:5]=[CH:4][C:3]=1[CH:9]1[CH:18]([C:19]([NH:21][O:22][CH2:23][C:24]2[CH:25]=[CH:26][C:27]([OH:33])=[C:28]([CH2:30][OH:31])[N:29]=2)=[O:20])[C:17]2[C:12](=[CH:13][CH:14]=[CH:15][CH:16]=2)[C:11](=[O:36])[N:10]1[CH:37]1[CH2:42][CH2:41][CH2:40][CH2:39][CH:38]1[NH:43][S:44]([CH3:47])(=[O:45])=[O:46] |f:2.3|. Procedure: To a solution of 566 mg of (3RS,4RS)-3-(2,4-dichlorophenyl)-N-[(2,2-dimethyl-4H-[1,3]dioxino[5,4-b]pyridin-6-yl)methoxy]-2-{(1SR,2SR)-2-[(methylsulfonyl)amino]cyclohexyl}-1-oxo-1,2,3,4-tetrahydroisoquinoline-4-carboxamide in 11.3 ml of THF was added 3.2 ml of 1 M hydrochloric acid, followed by stirring at room temperature for 2 hours. 1.6 ml of 1 M hydrochloric acid was further added, followed by stirring for 2 days. The solution was neutralized with a saturated aqueous sodium hydrogen carbonate... Reactants: Cc1cc2c(s1)CN(C)CCC2O, Fc1ccc(Cl)c(Cl)c1. Product: Cc1cc2c(s1)CN(C)CCC2Oc1ccc(Cl)c(Cl)c1. RXN SMILES: [CH3:1][c:2]1[cH:3][c:4]2[c:5]([s:13]1)[CH2:6][N:7]([CH3:12])[CH2:8][CH2:9][CH:10]2[OH:11].[Cl:14][c:15]1[cH:16][c:17]([F:22])[cH:18][cH:19][c:20]1[Cl:21]>>[CH3:1][c:2]1[cH:3][c:4]2[c:5]([s:13]1)[CH2:6][N:7]([CH3:12])[CH2:8][CH2:9][CH:10]2[O:11][c:17]1[cH:16][c:15]([Cl:14])[c:20]([Cl:21])[cH:19][cH:18]1. The reactants are CCOC(=O)CCCOc1cccc(C(O)CCNC(=O)OC(C)(C)C)c1, C1CCOC1, CO, [Na+], [OH-]. The product is CC(C)(C)OC(=O)NCCC(O)c1cccc(OCCCC(=O)O)c1. RXN SMILES: [C:1]([CH3:2])([CH3:3])([CH3:4])[O:5][C:6](=[O:7])[NH:8][CH2:9][CH2:10][CH:11]([OH:12])[c:13]1[cH:14][c:15]([O:16][CH2:17][CH2:18][CH2:19][C:20](=[O:21])[O:22][CH2:23][CH3:24])[cH:25][cH:26][cH:27]1.[CH2:30]1[O:31][CH2:32][CH2:33][CH2:34]1.[CH3:35][OH:36].[Na+:29].[OH-:28]>>[C:1]([CH3:2])([CH3:3])([CH3:4])[O:5][C:6](=[O:7])[NH:8][CH2:9][CH2:10][CH:11]([OH:12])[c:13]1[cH:14][c:15]([O:16][CH2:17][CH2:18][CH2:19][C:20](=[O:21])[OH:22])[cH:25][cH:26][cH:27]1.